Dataset: the Open Reaction Database (ORD), a public repository of structured organic reaction records. Task: describe an organic reaction: reactants, conditions, products, and yield Reactants: O=C([O-])[O-], C1NCC12COC2, CC(O)(c1ccc(N2CCN(S(=O)(=O)c3cccs3)CC2COS(C)(=O)=O)cc1)C(F)(F)F, CC#N, ClCCl, [K+], [K+]. The product is CC(O)(c1ccc(N2CCN(S(=O)(=O)c3cccs3)CC2CN2CC3(COC3)C2)cc1)C(F)(F)F. Reaction SMILES: [C:41](=[O:42])([O-:43])[O-:44].[CH2:34]1[O:35][CH2:36][C:37]12[CH2:38][NH:39][CH2:40]2.[CH3:1][S:2]([O:3][CH2:6][CH:7]1[N:8]([c:21]2[cH:22][cH:23][c:24]([C:27]([C:28]([F:29])([F:30])[F:31])([CH3:32])[OH:33])[cH:25][cH:26]2)[CH2:9][CH2:10][N:11]([S:13](=[O:14])(=[O:15])[c:16]2[s:17][cH:18][cH:19][cH:20]2)[CH2:12]1)(=[O:4])=[O:5].[CH3:47][C:48]#[N:49].[Cl:50][CH2:51][Cl:52].[K+:45].[K+:46]>>[CH2:6]([CH:7]1[N:8]([c:21]2[cH:22][cH:23][c:24]([C:27]([C:28]([F:29])([F:30])[F:31])([CH3:32])[OH:33])[cH:25][cH:26]2)[CH2:9][CH2:10][N:11]([S:13](=[O:14])(=[O:15])[c:16]2[s:17][cH:18][cH:19][cH:20]2)[CH2:12]1)[N:39]1[CH2:38][C:37]2([CH2:34][O:35][CH2:36]2)[CH2:40]1.